The task is: describe an organic reaction: reactants, conditions, products, and yield. This data is from the Open Reaction Database (ORD), a public repository of structured organic reaction records. The reactants are C1=C(C=CC2=CC=CC=C12)C=O (2-naphthaldehyde), C1(=CC=CC=C1)P(C1=CC=CC=C1)(C1=CC=CC=C1)=CC(=O)OC (methyl (triphenyl-phosphoranylidene)acetate). Solvent: C1(=CC=CC=C1)C (toluene). Yields the product C1=C(C=CC2=CC=CC=C12)/C=C/C(=O)OC (methyl (E)-3-(2-naphthyl)acrylate). Isolated yield 88.2%. RXN SMILES: [CH:1]1[C:10]2[C:5](=[CH:6][CH:7]=[CH:8][CH:9]=2)[CH:4]=[CH:3][C:2]=1[CH:11]=O.C1(P(=[CH:32][C:33]([O:35][CH3:36])=[O:34])(C2C=CC=CC=2)C2C=CC=CC=2)C=CC=CC=1>C1(C)C=CC=CC=1>[CH:1]1[C:10]2[C:5](=[CH:6][CH:7]=[CH:8][CH:9]=2)[CH:4]=[CH:3][C:2]=1/[CH:11]=[CH:32]/[C:33]([O:35][CH3:36])=[O:34]. Procedure details: A mixture of 2-naphthaldehyde (6.00 g) and methyl (triphenyl-phosphoranylidene)acetate (13.0 g) in toluene (100 ml) was refluxed for 14 hours. After removal of the solvent, the residue was chromatographed on silica gel (hexane:ethyl acetate:CH2Cl2=4:1:4) followed by recrystallization from hexane-cyclohexane to give the titled compound (7.19 g) as a white solid.